Dataset: the Open Reaction Database (ORD), a public repository of structured organic reaction records. Task: describe an organic reaction: reactants, conditions, products, and yield The reactants are C(C)(C)(C)OC(NC1=C(C=C(C(=C1)OCC(F)(F)F)C(F)(F)F)N)=O ([2-amino-5-(2,2,2-trifluoro-ethoxy)-4-trifluoromethyl-phenyl]-carbamic acid tert-butyl ester), C(C)(C)(C)OC(CC(=O)C1=CC(=CC=C1)C1=CC(=NC=C1)C(C)C)=O (3-[3-(2-isopropyl-pyridin-4-yl)-phenyl]-3-oxo-propionic acid tert-butyl ester). Product: C(C)(C)(C)OC(NC1=C(C=C(C(=C1)OCC(F)(F)F)C(F)(F)F)NC(CC(=O)C1=CC(=CC=C1)C1=CC(=NC=C1)C(C)C)=O)=O ([2-{3-[3-(2-Isopropyl-pyridin-4-yl)-phenyl]-3-oxo-propionylamino}-5-(2,2,2-trifluoro-ethoxy)-4-trifluoromethyl-phenyl]-carbamic acid tert-butyl ester), solid. Yield: 75.0%. RXN SMILES: [C:1]([O:5][C:6](=[O:25])[NH:7][C:8]1[CH:13]=[C:12]([O:14][CH2:15][C:16]([F:19])([F:18])[F:17])[C:11]([C:20]([F:23])([F:22])[F:21])=[CH:10][C:9]=1[NH2:24])([CH3:4])([CH3:3])[CH3:2].C([O:30][C:31](=O)[CH2:32][C:33]([C:35]1[CH:40]=[CH:39][CH:38]=[C:37]([C:41]2[CH:46]=[CH:45][N:44]=[C:43]([CH:47]([CH3:49])[CH3:48])[CH:42]=2)[CH:36]=1)=[O:34])(C)(C)C>>[C:1]([O:5][C:6](=[O:25])[NH:7][C:8]1[CH:13]=[C:12]([O:14][CH2:15][C:16]([F:18])([F:17])[F:19])[C:11]([C:20]([F:22])([F:23])[F:21])=[CH:10][C:9]=1[NH:24][C:31](=[O:30])[CH2:32][C:33]([C:35]1[CH:40]=[CH:39][CH:38]=[C:37]([C:41]2[CH:46]=[CH:45][N:44]=[C:43]([CH:47]([CH3:48])[CH3:49])[CH:42]=2)[CH:36]=1)=[O:34])([CH3:4])([CH3:2])[CH3:3]. Procedure: The title compound was prepared from [2-amino-5-(2,2,2-trifluoro-ethoxy)-4-trifluoromethyl-phenyl]-carbamic acid tert-butyl ester (Example J6) (281 mg, 0.75 mmol) and 3-[3-(2-isopropyl-pyridin-4-yl)-phenyl]-3-oxo-propionic acid tert-butyl ester (Example K39) (255 mg, 0.75 mmol) according to the general procedure M. Obtained as a light brown solid (360 mg, 75%). Reactants: CCCN=C=O, CCCCCC, CCCCCCCNCCCCCSc1nc(-c2ccccc2)c(-c2ccccc2)[nH]1. Yields the product CCCCCCCN(CCCCCSc1nc(-c2ccccc2)c(-c2ccccc2)[nH]1)C(=O)NCCC. RXN SMILES: [CH2:32]([CH2:33][CH3:34])[N:35]=[C:36]=[O:37].[CH3:38][CH2:39][CH2:40][CH2:41][CH2:42][CH3:43].[c:1]1(-[c:7]2[n:8][c:9]([S:18][CH2:19][CH2:20][CH2:21][CH2:22][CH2:23][NH:24][CH2:25][CH2:26][CH2:27][CH2:28][CH2:29][CH2:30][CH3:31])[nH:10][c:11]2-[c:12]2[cH:13][cH:14][cH:15][cH:16][cH:17]2)[cH:2][cH:3][cH:4][cH:5][cH:6]1>>[c:1]1(-[c:7]2[n:8][c:9]([S:18][CH2:19][CH2:20][CH2:21][CH2:22][CH2:23][N:24]([CH2:25][CH2:26][CH2:27][CH2:28][CH2:29][CH2:30][CH3:31])[C:36]([NH:35][CH2:32][CH2:33][CH3:34])=[O:37])[nH:10][c:11]2-[c:12]2[cH:13][cH:14][cH:15][cH:16][cH:17]2)[cH:2][cH:3][cH:4][cH:5][cH:6]1. Starting materials: COCCOC, N#CNc1ccccc1-c1cccc(F)c1, OC1CCNCC1. Yields the product N=C(Nc1ccccc1-c1cccc(F)c1)N1CCC(O)CC1. As a reaction SMILES: [CH3:24][O:25][CH2:26][CH2:27][O:28][CH3:29].[F:1][c:2]1[cH:3][c:4](-[c:8]2[c:9]([NH:14][C:15]#[N:16])[cH:10][cH:11][cH:12][cH:13]2)[cH:5][cH:6][cH:7]1.[OH:17][CH:18]1[CH2:19][CH2:20][NH:21][CH2:22][CH2:23]1>>[F:1][c:2]1[cH:3][c:4](-[c:8]2[c:9]([NH:14][C:15](=[NH:16])[N:21]3[CH2:20][CH2:19][CH:18]([OH:17])[CH2:23][CH2:22]3)[cH:10][cH:11][cH:12][cH:13]2)[cH:5][cH:6][cH:7]1. The reactants are CCOC(=O)Cn1ncc2c1CCCC2NS(=O)(=O)c1cc(F)cc(C(F)(F)F)c1, CI. The product is CCOC(=O)Cn1ncc2c1CCCC2N(C)S(=O)(=O)c1cc(F)cc(C(F)(F)F)c1. Reaction SMILES: [CH2:1]([CH3:2])[O:3][C:4]([CH2:5][n:6]1[n:7][cH:8][c:9]2[c:14]1[CH2:13][CH2:12][CH2:11][CH:10]2[NH:15][S:16](=[O:17])(=[O:18])[c:19]1[cH:20][c:21]([F:29])[cH:22][c:23]([C:25]([F:26])([F:27])[F:28])[cH:24]1)=[O:30].[CH3:31][I:32]>>[CH2:1]([CH3:2])[O:3][C:4]([CH2:5][n:6]1[n:7][cH:8][c:9]2[c:14]1[CH2:13][CH2:12][CH2:11][CH:10]2[N:15]([S:16](=[O:17])(=[O:18])[c:19]1[cH:20][c:21]([F:29])[cH:22][c:23]([C:25]([F:26])([F:27])[F:28])[cH:24]1)[CH3:31])=[O:30]. Starting materials: C1CCOC1, COC(=O)c1cc(-c2ncco2)cc([N+](=O)[O-])c1, CO, [H][H]. The product is COC(=O)c1cc(N)cc(-c2ncco2)c1. As a reaction SMILES: [CH2:23]1[O:24][CH2:25][CH2:26][CH2:27]1.[CH3:1][O:2][C:3]([c:4]1[cH:5][c:6]([N+:15]([O-:16])=[O:17])[cH:7][c:8](-[c:10]2[o:11][cH:12][cH:13][n:14]2)[cH:9]1)=[O:18].[CH3:21][OH:22].[H:19][H:20]>>[CH3:1][O:2][C:3]([c:4]1[cH:5][c:6]([NH2:15])[cH:7][c:8](-[c:10]2[o:11][cH:12][cH:13][n:14]2)[cH:9]1)=[O:18].